Dataset: the Open Reaction Database (ORD), a public repository of structured organic reaction records. Task: describe an organic reaction: reactants, conditions, products, and yield Reported procedure: 3-hydroxy-5-methylsulfanyl-isothiazole-4-carbonitrile (10 g, 58 mmol) is dissolved in anhydrous THF (200 mL). Cyclohexylmethanol (11 mL, 87.1 mmol) and diphenyl-2-pyridyl-phosphine (30.5 g, 116 mmol) are added to the solution. Diazenedicarboxylic acid bis(N′-methylpiperazide) (32.7 g, 116 mmol) is slurried in anhydrous THF (200 mL) and added dropwise over 1 hour to the reaction. The reaction is stirred at room temp. for 3 days and then diluted with water and extracted with EtOAc (100 mL×3). The ... As a reaction SMILES: [OH:1][C:2]1[C:6]([C:7]#[N:8])=[C:5]([S:9][CH3:10])[S:4][N:3]=1.[CH:11]1([CH2:17]O)[CH2:16][CH2:15][CH2:14][CH2:13][CH2:12]1.C1(P(C2C=CC=CC=2)C2C=CC=CN=2)C=CC=CC=1.CN1CCN(C(N=NC(N2CCN(C)CC2)=O)=O)CC1>C1COCC1.O>[CH:11]1([CH2:17][O:1][C:2]2[C:6]([C:7]#[N:8])=[C:5]([S:9][CH3:10])[S:4][N:3]=2)[CH2:16][CH2:15][CH2:14][CH2:13][CH2:12]1. Isolated yield 46.9%. The solvent is C1CCOC1 (THF), O (water), C1CCOC1 (THF). Product: C1(CCCCC1)COC1=NSC(=C1C#N)SC (3-Cyclohexylmethoxy-5-methylsulfanyl-isothiazole-4-carbonitrile). Run at time 3 day. The reactants are CN1CCN(CC1)C(=O)N=NC(=O)N2CCN(CC2)C (Diazenedicarboxylic acid bis(N′-methylpiperazide)), C1(CCCCC1)CO (Cyclohexylmethanol), C1(=CC=CC=C1)P(C1=NC=CC=C1)C1=CC=CC=C1 (diphenyl-2-pyridyl-phosphine), OC1=NSC(=C1C#N)SC (3-hydroxy-5-methylsulfanyl-isothiazole-4-carbonitrile). Starting materials: [N+](=O)([O-])C=1C=C(C=CC1)CCO (2-(3-nitro-phenyl)-ethanol), N1=CC=CC=C1 (pyridine), CS(=O)(=O)Cl (methanesulfonyl chloride). Solvent: ClCCl (dichloromethane), ClCCl (dichloromethane). Conditions: temperature 0 celsius, time 1 hour. The product is [N+](=O)([O-])C=1C=C(C=CC1)CCOS(=O)(=O)C (Methanesulfonic acid 2-(3-nitro-phenyl)-ethyl ester). Reaction SMILES: [N+:1]([C:4]1[CH:5]=[C:6]([CH2:10][CH2:11][OH:12])[CH:7]=[CH:8][CH:9]=1)([O-:3])=[O:2].N1C=CC=CC=1.[CH3:19][S:20](Cl)(=[O:22])=[O:21]>ClCCl>[N+:1]([C:4]1[CH:5]=[C:6]([CH2:10][CH2:11][O:12][S:20]([CH3:19])(=[O:22])=[O:21])[CH:7]=[CH:8][CH:9]=1)([O-:3])=[O:2]. Reported procedure: To a solution of 2-(3-nitro-phenyl)-ethanol (1 eq) in dichloromethane at 0° C. was added pyridine (4 eq) and methanesulfonyl chloride (2 eq). After stirring at 0° C. for one hour, then room temperature overnight, the mixture was diluted with dichloromethane and washed once with water, once with 1 N HCl, dried with anhydrous sodium sulfate, filtered and concentrated. The product was clean enough to be taken on to the next step without purification. MH+=246.0. Conditions: temperature 97 celsius, time 20 hour. The solvent is CN1CCCC1=O (NMP). The reactants are CCOC(=O)C (EtOAc), ClC=1N=C(C2=C(N1)C(CC2)C2=CC=CC=C2)NC2CCC2 (2-chloro-N-cyclobutyl-7-phenyl-6,7-dihydro-5H-cyclopenta[d]pyrimidin-4-amine), ClC=1N=CN(C1)C1=C(C=C(N)C=C1)OC (4-(4-chloro-1H-imidazol-1-yl)-3-methoxyaniline), OS(=O)(=O)O (H2SO4). Yield: 71.6%. Reaction SMILES: Cl[C:2]1[N:3]=[C:4]([NH:17][CH:18]2[CH2:21][CH2:20][CH2:19]2)[C:5]2[CH2:10][CH2:9][CH:8]([C:11]3[CH:16]=[CH:15][CH:14]=[CH:13][CH:12]=3)[C:6]=2[N:7]=1.[Cl:22][C:23]1[N:24]=[CH:25][N:26]([C:28]2[CH:34]=[CH:33][C:31]([NH2:32])=[CH:30][C:29]=2[O:35][CH3:36])[CH:27]=1.OS(O)(=O)=O.CCOC(C)=O>CN1C(=O)CCC1>[Cl:22][C:23]1[N:24]=[CH:25][N:26]([C:28]2[CH:34]=[CH:33][C:31]([NH:32][C:2]3[N:3]=[C:4]([NH:17][CH:18]4[CH2:19][CH2:20][CH2:21]4)[C:5]4[CH2:10][CH2:9][CH:8]([C:11]5[CH:12]=[CH:13][CH:14]=[CH:15][CH:16]=5)[C:6]=4[N:7]=3)=[CH:30][C:29]=2[O:35][CH3:36])[CH:27]=1. Reported procedure: To a mixture of 2-chloro-N-cyclobutyl-7-phenyl-6,7-dihydro-5H-cyclopenta[d]pyrimidin-4-amine (165 mg, 0.55 mmol) and 4-(4-chloro-1H-imidazol-1-yl)-3-methoxyaniline (135 mg, 0.605 mmol) in NMP (2 mL) was added Conc. H2SO4 (0.041 mL, 0.771 mmol). The mixture was stirred at 97° C. for 20 hours. After cooled down to room temperature, 100 mL of EtOAc was added, washed with saturated NaHCO3/water and water, dried over Na2SO4, and finally removed. The residue was purified via Biotage (12 g, hexanes-80%... Yields the product ClC=1N=CN(C1)C1=C(C=C(C=C1)NC=1N=C(C2=C(N1)C(CC2)C2=CC=CC=C2)NC2CCC2)OC (N2-(4-(4-chloro-1H-imidazol-1-yl)-3-methoxyphenyl)-N4-cyclobutyl-7-phenyl-6,7-dihydro-5H-cyclopenta[d]pyrimidine-2,4-diamine). The reactants are CC(C(=O)OC)C (methyl 2-methylpropanoate), C1(CCCCC1)[N-]C1CCCCC1.[Li+] (lithium dicyclohexylamide), BrC1=CC=C(C=C1)CN1C[C@H](N([C@H](C1)C)C(=O)OC(C)(C)C)C (1,1-Dimethylethyl (2R,6S)-4-[(4-bromophenyl)methyl]-2,6-dimethyl-1-piperazinecarboxylate). The reagents and catalysts are [Pd].C(C1=CC=CC=C1)=CC(=O)C=CC1=CC=CC=C1.C(C1=CC=CC=C1)=CC(=O)C=CC1=CC=CC=C1 (bis(dibenzylideneacetone) palladium (0)), C(C)(C)(C)P(C(C)(C)C)C(C)(C)C (Tri(tert-butyl)phosphine). Solvent: C1(=CC=CC=C1)C (toluene). Run at time 10 minute. Product: CC(C(=O)OC)(C)C1=CC=C(C=C1)CN1C[C@H](N([C@H](C1)C)C(=O)OC(C)(C)C)C (1,1-Dimethylethyl (2R,6S)-4-({4-[1,1-dimethyl-2-(methyloxy)-2-oxoethyl]phenyl}methyl)-2,6-dimethyl-1-piperazinecarboxylate). The yield is 65.5%. As a reaction SMILES: [CH3:1][CH:2]([CH3:7])[C:3]([O:5][CH3:6])=[O:4].C1([N-]C2CCCCC2)CCCCC1.[Li+].Br[C:23]1[CH:28]=[CH:27][C:26]([CH2:29][N:30]2[CH2:35][C@H:34]([CH3:36])[N:33]([C:37]([O:39][C:40]([CH3:43])([CH3:42])[CH3:41])=[O:38])[C@H:32]([CH3:44])[CH2:31]2)=[CH:25][CH:24]=1>C1(C)C=CC=CC=1.[Pd].C(=CC(C=CC1C=CC=CC=1)=O)C1C=CC=CC=1.C(=CC(C=CC1C=CC=CC=1)=O)C1C=CC=CC=1.C(P(C(C)(C)C)C(C)(C)C)(C)(C)C>[CH3:1][C:2]([C:23]1[CH:24]=[CH:25][C:26]([CH2:29][N:30]2[CH2:35][C@H:34]([CH3:36])[N:33]([C:37]([O:39][C:40]([CH3:41])([CH3:43])[CH3:42])=[O:38])[C@H:32]([CH3:44])[CH2:31]2)=[CH:27][CH:28]=1)([CH3:7])[C:3]([O:5][CH3:6])=[O:4] |f:1.2,5.6.7|. Procedure: A solution of methyl 2-methylpropanoate (188 ul, 1.64 mmol) in toluene (3 ml) was added to lithium dicyclohexylamide (362 mg, 1.93 mmol) under glove bag conditions. The suspension was stirred for 10 mins then added to a mixture of D43 (570 mg, 1.49 mmol) and bis(dibenzylideneacetone) palladium (0) (43 mg, 0.074 mmol). Tri(tert-butyl)phosphine (18 ul, 0.074 mmol) was added and the reaction mixture stirred at room temperature overnight. The solvent was removed in vacuo and chromatography eluting w... The reactants are O=C[C@H](O)[C@@H](O)[C@H](O)[C@H](O)CO (glucose), S(=O)(=O)([O-])[O-].[NH4+].[NH4+] (ammonium sulfate), MgSO4.7H2O, C(=O)([O-])[O-].[Ca+2] (CaCO3), MnSO4.7H2O, OP(=O)(O)[O-].[K+] (KH2PO4), OP(=O)([O-])[O-].[K+].[K+] (K2HPO4), OC(=O)CCCC[C@@H]1SC[C@@H]2NC(=O)N[C@H]12 (biotin). The product is N[C@@H](CC1=CNC2=CC=CC=C12)C(=O)O (L-tryptophan). Reaction SMILES: O=[CH:2][C@@H:3]([C@H:5]([C@@H:7]([C@@H:9]([CH2:11]O)O)O)O)O.OP([O-])(O)=O.[K+].OP([O-])([O-])=O.[K+].[K+].S([O-])([O-])(=O)=O.[NH4+:31].[NH4+].OC(CCCC[C@H:40]1[C@@H:48]2[C@@H:43]([NH:44][C:45](N2)=O)CS1)=O.[C:49]([O-:52])([O-])=[O:50].[Ca+2]>>[NH2:31][C@H:2]([C:49]([OH:52])=[O:50])[CH2:3][C:5]1[C:7]2[C:43](=[CH:48][CH:40]=[CH:11][CH:9]=2)[NH:44][CH:45]=1 |f:1.2,3.4.5,6.7.8,10.11|. Reported procedure: 6% glucose, 0.05% KH2PO4, 0.05% K2HPO4, 0.025% MgSO4.7H2O, 0.025% ammonium sulfate, 30 μg/l biotin, 10 mg/l MnSO4.7H2O, 0.5% corn steep liquor, 2% CaCO3 (pH 7.2) Reactants: Cn1nnc(CNc2ccccc2Cl)n1, COC(OC)C1(C)Oc2ccc([N+](=O)[O-])cc2C2OC21. Yields the product COC(OC)C1(C)Oc2ccc([N+](=O)[O-])cc2C(N(Cc2nnn(C)n2)c2ccccc2Cl)C1O. As a reaction SMILES: [Cl:21][c:22]1[c:23]([NH:28][CH2:29][c:30]2[n:31][n:32][n:33]([CH3:35])[n:34]2)[cH:24][cH:25][cH:26][cH:27]1.[N+:1](=[O:2])([O-:3])[c:4]1[cH:5][cH:6][c:7]2[c:8]([cH:20]1)[CH:9]1[CH:10]([C:11]([CH:13]([O:14][CH3:15])[O:16][CH3:17])([CH3:18])[O:12]2)[O:19]1>>[N+:1](=[O:2])([O-:3])[c:4]1[cH:5][cH:6][c:7]2[c:8]([cH:20]1)[CH:9]([N:28]([c:23]1[c:22]([Cl:21])[cH:27][cH:26][cH:25][cH:24]1)[CH2:29][c:30]1[n:31][n:32][n:33]([CH3:35])[n:34]1)[CH:10]([OH:19])[C:11]([CH:13]([O:14][CH3:15])[O:16][CH3:17])([CH3:18])[O:12]2. The reactants are CC1CC(=O)OCC1 (β-methyl-δ-valerolactone), CC(CCO)CCO (3-methylpentane- 1,5-diol). Yields the product CC1CC(=O)OCC1.CC(CCO)CCO (β-methyl-δ-valerolactone 3-methylpentane-1,5-diol). RXN SMILES: [CH3:1][CH:2]1[CH2:8][CH2:7][O:6][C:4](=[O:5])[CH2:3]1.[CH3:9][CH:10]([CH2:14][CH2:15][OH:16])[CH2:11][CH2:12][OH:13]>>[CH3:1][CH:2]1[CH2:8][CH2:7][O:6][C:4](=[O:5])[CH2:3]1.[CH3:9][CH:10]([CH2:14][CH2:15][OH:16])[CH2:11][CH2:12][OH:13] |f:2.3|. Reported procedure: According to the prior art methods, production of β-methyl-δ-valerolactone and 3-methylpentane-1,5-diol requires respective independent production facilities. On the contrary, the simultaneous production method can produce β-methyl-δ-valerolactone and 3-methylpentane-1,5-diol simultaneously from 2-hydroxy-4-methyltetrahydropyran with a common reactor and under relatively mild conditions. According to this simultaneous production method, β-methyl-δ-valerolactone and 3-methylpentane- 1,5-diol are ...